This data is from the Open Reaction Database (ORD), a public repository of structured organic reaction records. The task is: describe an organic reaction: reactants, conditions, products, and yield Starting materials: BrC1=CC=2N(C(N(C(C2S1)=O)C1CCN(CC1)C(=O)OC(C)(C)C)=O)CC1=NC(=NO1)CC (Tert-butyl 4-{6-bromo-1-[(3-ethyl-1,2,4-oxadiazol-5-yl)methyl]-2,4-dioxo-1,4-dihydrothieno[3,2-d]pyrimidin-3(2H)-yl}piperidine-1-carboxylate), FC=1C=C(C=CC1F)B(O)O ((3,4-difluorophenyl)boronic acid), C([O-])([O-])=O.[Cs+].[Cs+] (cesium carbonate). The reagents and catalysts are C1CCC(CC1)P(C2CCCCC2)C3CCCCC3.C1CCC(CC1)P(C2CCCCC2)C3CCCCC3.Cl[Pd]Cl (dichlorobis(tricyclohexylphosphine)palladium). The solvent is COCCOC (DME). Yields the product FC=1C=C(C=CC1F)C1=CC=2N(C(N(C(C2S1)=O)C1CCN(CC1)C(=O)OC(C)(C)C)=O)CC1=NC(=NO1)CC (tert-butyl 4-[6-(3,4-difluorophenyl)-1-[(3-ethyl-1,2,4-oxadiazol-5-yl)methyl]-2,4-dioxo-1,4-dihydrothieno[3,2-d]pyrimidin-3(2H)-yl]piperidine-1-carboxylate). As a reaction SMILES: Br[C:2]1[S:10][C:9]2[C:8](=[O:11])[N:7]([CH:12]3[CH2:17][CH2:16][N:15]([C:18]([O:20][C:21]([CH3:24])([CH3:23])[CH3:22])=[O:19])[CH2:14][CH2:13]3)[C:6](=[O:25])[N:5]([CH2:26][C:27]3[O:31][N:30]=[C:29]([CH2:32][CH3:33])[N:28]=3)[C:4]=2[CH:3]=1.[F:34][C:35]1[CH:36]=[C:37](B(O)O)[CH:38]=[CH:39][C:40]=1[F:41].C(=O)([O-])[O-].[Cs+].[Cs+]>COCCOC.C1CCC(P(C2CCCCC2)C2CCCCC2)CC1.C1CCC(P(C2CCCCC2)C2CCCCC2)CC1.Cl[Pd]Cl>[F:34][C:35]1[CH:36]=[C:37]([C:2]2[S:10][C:9]3[C:8](=[O:11])[N:7]([CH:12]4[CH2:13][CH2:14][N:15]([C:18]([O:20][C:21]([CH3:23])([CH3:24])[CH3:22])=[O:19])[CH2:16][CH2:17]4)[C:6](=[O:25])[N:5]([CH2:26][C:27]4[O:31][N:30]=[C:29]([CH2:32][CH3:33])[N:28]=4)[C:4]=3[CH:3]=2)[CH:38]=[CH:39][C:40]=1[F:41] |f:2.3.4,6.7.8|. Reported procedure: Tert-butyl 4-{6-bromo-1-[(3-ethyl-1,2,4-oxadiazol-5-yl)methyl]-2,4-dioxo-1,4-dihydrothieno[3,2-d]pyrimidin-3(2H)-yl}piperidine-1-carboxylate (540 mg, compound B99), (3,4-difluorophenyl)boronic acid (158 mg), dichlorobis(tricyclohexylphosphine)palladium (37 mg) and aqueous cesium carbonate solution (489 mg, 2.0 M) in DME (10 ml) are reacted according to the procedure described in example B55 to afford the title compound after purification by flash column chromatography [silica gel, elution gradie... As a reaction SMILES: [CH3:1][O:2][CH:3]([N:4]([CH3:5])[CH3:6])[O:7][CH3:8].[CH3:25][CH2:26][O:27][C:28](=[O:29])[CH3:30].[Cl-:23].[NH4+:24].[o:9]1[c:10]([C:14]([CH2:15][c:16]2[cH:17][cH:18][n:19][cH:20][cH:21]2)=[O:22])[cH:11][cH:12][cH:13]1>>[CH:3]([N:4]([CH3:5])[CH3:6])=[C:15]([C:14]([c:10]1[o:9][cH:13][cH:12][cH:11]1)=[O:22])[c:16]1[cH:17][cH:18][n:19][cH:20][cH:21]1. Product: CN(C)C=C(C(=O)c1ccco1)c1ccncc1. The reactants are COC(OC)N(C)C, CCOC(C)=O, [Cl-], [NH4+], O=C(Cc1ccncc1)c1ccco1. The reactants are C[Si](C)(C)CCOCCl, [H-], COc1ccc(S(=O)(=O)Nc2ccccc2I)cc1, [Na+], C1CCOC1, O. Yields the product COc1ccc(S(=O)(=O)N(COCC[Si](C)(C)C)c2ccccc2I)cc1. Reaction SMILES: [CH3:22][Si:23]([CH2:24][CH2:25][O:26][CH2:27][Cl:28])([CH3:29])[CH3:30].[H-:1].[I:3][c:4]1[c:5]([NH:10][S:11](=[O:12])(=[O:13])[c:14]2[cH:15][cH:16][c:17]([O:20][CH3:21])[cH:18][cH:19]2)[cH:6][cH:7][cH:8][cH:9]1.[Na+:2].[O:32]1[CH2:33][CH2:34][CH2:35][CH2:36]1.[OH2:31]>>[I:3][c:4]1[c:5]([N:10]([S:11](=[O:12])(=[O:13])[c:14]2[cH:15][cH:16][c:17]([O:20][CH3:21])[cH:18][cH:19]2)[CH2:27][O:26][CH2:25][CH2:24][Si:23]([CH3:22])([CH3:29])[CH3:30])[cH:6][cH:7][cH:8][cH:9]1. Reactants: CC(C)=O, Cl, [Na+], [OH-], CCCc1nc(C(C)(C)O)c(C(=O)OCC)[nH]1. Yields the product CCCc1nc(C(C)(C)O)c(C(=O)O)[nH]1. RXN SMILES: [CH3:21][C:22](=[O:23])[CH3:24].[ClH:20].[Na+:2].[OH-:1].[OH:3][C:4]([CH3:5])([CH3:6])[c:7]1[n:8][c:9]([CH2:17][CH2:18][CH3:19])[nH:10][c:11]1[C:12](=[O:13])[O:14][CH2:15][CH3:16]>>[OH:3][C:4]([CH3:5])([CH3:6])[c:7]1[n:8][c:9]([CH2:17][CH2:18][CH3:19])[nH:10][c:11]1[C:12](=[O:13])[OH:14]. The reactants are N#CCC(=O)O, COc1ccc2c(c1)C(=O)CCC2, CCCCCCC(=O)O, Cc1ccccc1, Nc1ccccc1. The product is COc1ccc2c(c1)C(CC#N)=CCC2. As a reaction SMILES: [C:14](#[N:15])[CH2:16][C:17]([OH:18])=[O:19].[CH3:1][O:2][c:3]1[cH:4][cH:5][c:6]2[c:11]([cH:12]1)[C:10](=[O:13])[CH2:9][CH2:8][CH2:7]2.[CH3:20][CH2:21][CH2:22][CH2:23][CH2:24][CH2:25][C:26](=[O:27])[OH:28].[CH3:36][c:37]1[cH:38][cH:39][cH:40][cH:41][cH:42]1.[NH2:29][c:30]1[cH:31][cH:32][cH:33][cH:34][cH:35]1>>[CH3:1][O:2][c:3]1[cH:4][cH:5][c:6]2[c:11]([cH:12]1)[C:10]([CH2:16][C:14]#[N:15])=[CH:9][CH2:8][CH2:7]2. RXN SMILES: [C:1]([O:2][BH-:3]([O:4][C:5](=[O:6])[CH3:7])[O:8][C:9](=[O:10])[CH3:11])(=[O:12])[CH3:13].[C:38]([OH:39])(=[O:40])[CH3:41].[CH3:36][OH:37].[CH:22](=[O:23])[CH2:24][c:25]1[cH:26][cH:27][cH:28][cH:29][cH:30]1.[NH2:15][c:16]1[cH:17][cH:18][cH:19][cH:20][cH:21]1.[Na+:14].[O:31]=[CH:32][N:33]([CH3:34])[CH3:35]>>[NH:15]([c:16]1[cH:17][cH:18][cH:19][cH:20][cH:21]1)[CH2:22][CH2:24][c:25]1[cH:26][cH:27][cH:28][cH:29][cH:30]1. Yields the product c1ccc(CCNc2ccccc2)cc1. Starting materials: CC(=O)O[BH-](OC(C)=O)OC(C)=O, CC(=O)O, CO, O=CCc1ccccc1, Nc1ccccc1, [Na+], CN(C)C=O. Starting materials: Cl (hydrochloric acid), [OH-].[Na+] (NaOH), C1=CC=C(C=C1)COC(=O)CC(C(=O)O)N (D-aspartic acid β-benzyl ester), C1=C(C=CC2=CC=CC=C12)S(=O)(=O)Cl (2-naphthylsulphonyl chloride). Solvent: O1CCOCC1 (dioxan). Conditions: temperature 10 celsius, time 2 hour. Product: C1=C(C=CC2=CC=CC=C12)S(=O)(=O)N[C@H](CC(=O)OCC1=CC=CC=C1)C(=O)O (4-benzyl 1-hydrogen N-(2-naphthylsulfonyl)-D-aspartate). Isolated yield 98.4%. As a reaction SMILES: [OH-].[Na+].[CH:3]1[CH:8]=[CH:7][C:6]([CH2:9][O:10][C:11]([CH2:13][CH:14]([NH2:18])[C:15]([OH:17])=[O:16])=[O:12])=[CH:5][CH:4]=1.[CH:19]1[C:28]2[C:23](=[CH:24][CH:25]=[CH:26][CH:27]=2)[CH:22]=[CH:21][C:20]=1[S:29](Cl)(=[O:31])=[O:30].Cl>O1CCOCC1>[CH:19]1[C:28]2[C:23](=[CH:24][CH:25]=[CH:26][CH:27]=2)[CH:22]=[CH:21][C:20]=1[S:29]([NH:18][C@@H:14]([C:15]([OH:17])=[O:16])[CH2:13][C:11]([O:10][CH2:9][C:6]1[CH:7]=[CH:8][CH:3]=[CH:4][CH:5]=1)=[O:12])(=[O:30])=[O:31] |f:0.1|. Reported procedure: 22.4 ml of 2N NaOH are added dropwise at 10° C. to a solution of 5 g of D-aspartic acid β-benzyl ester and 5.07 g of 2-naphthylsulphonyl chloride in 80 ml of dioxan cooled to 10° C. The reaction mixture is subsequently stirred at room temperature for 2 hours and then treated with 25 ml of 1N hydrochloric acid. After evaporation of the dioxan the residue is taken up in ethyl acetate and washed with water. After drying and evaporation of the ethyl acetate phase there are obtained 9.1 g of 4-benzyl...